From a dataset of the Open Reaction Database (ORD), a public repository of structured organic reaction records. describe an organic reaction: reactants, conditions, products, and yield The reactants are FC1=CC=C(C=C1)C(N1CCN(CC1)C/C=C/CO)C1=CC=C(C=C1)F (4-{4-[bis-(4-fluorophenyl)methyl]piperazin-1-yl}-(E)-but-2-en-1-ol), CC(C)([O-])C.[K+] (potassium tert-butoxide), ClCC(=O)[O-].[Na+] (sodium chloroacetate). The solvent is C(C)(C)(C)O (tert-butanol). Yields the product Cl.Cl.FC1=CC=C(C=C1)C(N1CCN(CC1)C/C=C/COCC(=O)O)C1=CC=C(C=C1)F ({4-[4-[Bis-(4-fluorophenyl)methyl]piperazin-1-yl]-(E)-but-2-enyloxy}acetic acid dihydrochloride). RXN SMILES: [F:1][C:2]1[CH:7]=[CH:6][C:5]([CH:8]([C:20]2[CH:25]=[CH:24][C:23]([F:26])=[CH:22][CH:21]=2)[N:9]2[CH2:14][CH2:13][N:12]([CH2:15]/[CH:16]=[CH:17]/[CH2:18][OH:19])[CH2:11][CH2:10]2)=[CH:4][CH:3]=1.CC(C)([O-])C.[K+].[Cl:33][CH2:34][C:35]([O-:37])=[O:36].[Na+]>C(O)(C)(C)C>[ClH:33].[ClH:33].[F:1][C:2]1[CH:7]=[CH:6][C:5]([CH:8]([C:20]2[CH:21]=[CH:22][C:23]([F:26])=[CH:24][CH:25]=2)[N:9]2[CH2:10][CH2:11][N:12]([CH2:15]/[CH:16]=[CH:17]/[CH2:18][O:19][CH2:34][C:35]([OH:37])=[O:36])[CH2:13][CH2:14]2)=[CH:4][CH:3]=1 |f:1.2,3.4,6.7.8|. Procedure details: To a stirred solution of 4-{4-[bis-(4-fluorophenyl)methyl]piperazin-1-yl}-(E)-but-2-en-1-ol (247.0 g, 0.689 mol) and potassium tert-butoxide (139.2 g, 1.240 mol) in anhydrous tert-butanol (2000 ml), preheated at 60-65° C. for 1 hr. under nitrogen atmosphere, is added dry sodium chloroacetate (160.5 g, 1.378 mol). The reaction mass is then refluxed for further 5 hrs. The mixture is then concentrated under reduced pressure at below 60° C. until tert-butanol is completely removed. The residue is ta... The reactants are CCN(CC)CC1CCCN1, O=C1Nc2ccccc2N(C(=O)CCl)c2ccccc21. Product: CCN(CC)CC1CCCN1CC(=O)N1c2ccccc2NC(=O)c2ccccc21. As a reaction SMILES: [CH2:21]([CH3:22])[N:23]([CH2:24][CH3:25])[CH2:26][CH:27]1[NH:28][CH2:29][CH2:30][CH2:31]1.[Cl:1][CH2:2][C:3](=[O:4])[N:5]1[c:6]2[c:7]([cH:17][cH:18][cH:19][cH:20]2)[NH:8][C:9](=[O:16])[c:10]2[c:11]1[cH:12][cH:13][cH:14][cH:15]2>>[CH2:2]([C:3](=[O:4])[N:5]1[c:6]2[c:7]([cH:17][cH:18][cH:19][cH:20]2)[NH:8][C:9](=[O:16])[c:10]2[c:11]1[cH:12][cH:13][cH:14][cH:15]2)[N:28]1[CH:27]([CH2:26][N:23]([CH2:21][CH3:22])[CH2:24][CH3:25])[CH2:31][CH2:30][CH2:29]1. Reactants: C1(=CC=CC2=CC=CC=C12)CNS(=O)(=O)C=1C=C(C=CC1)C=CC(=O)O (3-{3-[(Naphthalen-1-ylmethyl)-sulfamoyl]-phenyl}-acrylic acid), ClCCl (dichloromethane). The reagents and catalysts are CN(C=O)C (dimethylformamide). Conditions: temperature 40 celsius, time 1 hour. Product: C1(=CC=CC2=CC=CC=C12)CNS(=O)(=O)C=1C=C(C=CC1)C=CC(=O)Cl (3-{3-[(Naphthalen-1-ylmethyl)-sulfamoyl]-phenyl}-acryloyl chloride). Yield: 98.3%. As a reaction SMILES: [C:1]1([CH2:11][NH:12][S:13]([C:16]2[CH:17]=[C:18]([CH:22]=[CH:23][C:24]([OH:26])=O)[CH:19]=[CH:20][CH:21]=2)(=[O:15])=[O:14])[C:10]2[C:5](=[CH:6][CH:7]=[CH:8][CH:9]=2)[CH:4]=[CH:3][CH:2]=1.[Cl:27]CCl>CN(C)C=O>[C:1]1([CH2:11][NH:12][S:13]([C:16]2[CH:17]=[C:18]([CH:22]=[CH:23][C:24]([Cl:27])=[O:26])[CH:19]=[CH:20][CH:21]=2)(=[O:15])=[O:14])[C:10]2[C:5](=[CH:6][CH:7]=[CH:8][CH:9]=2)[CH:4]=[CH:3][CH:2]=1. Procedure: To a suspension of 3-{3-[(naphthalen-1-ylmethyl)-sulfamoyl]-phenyl}-acrylic acid (15a) (0.32 g, 0.87 mmol) in dichloromethane (4 ml) oxalyl chloride (0.22 ml, 2.61 mmol) and one drop of dimethylformamide were added. The reaction mixture was stirred at 40° C. for one hour and concentrated under reduced pressure to give the title compound (0.33 g, 98%). The reactants are Cl.NC1[C@@H]2N(C(=C(CS2)C=C)C(=O)OC(C2=CC=CC=C2)C2=CC=CC=C2)C1=O (benzhydryl 7-amino-3-vinyl-3-cephem-4-carboxylate hydrochloride), C[Si](C)(C)CC(=O)N (trimethylsilylacetamide), BrCC(CC(=O)Br)=O (4-bromoacetoacetyl bromide), C=C1CC(=O)O1 (diketene), BrBr (bromine), NC(=S)N (thiourea). Run in O (water), C(C)O (ethanol), O1CCCC1 (tetrahydrofuran), C(C)(=O)OCC (ethyl acetate), C(C)(=O)OCC (ethyl acetate), C(Cl)(Cl)(Cl)Cl (carbon tetrachloride), C(Cl)(Cl)(Cl)Cl (carbon tetrachloride). Reaction conditions: time 2 hour. The product is NC=1SC=C(N1)CC(=O)NC1[C@@H]2N(C(=C(CS2)C=C)C(=O)OC(C2=CC=CC=C2)C2=CC=CC=C2)C1=O (benzhydryl 7-[2-(2-aminothiazol-4-yl)acetamido]-3-vinyl-3-cephem-4-carboxylate). Yield: 86.3%. As a reaction SMILES: [CH2:1]=[C:2]1[O:6][C:4](=O)[CH2:3]1.BrBr.BrCC(=O)CC(Br)=O.Cl.[NH2:18][CH:19]1[C:44](=[O:45])[N:21]2[C:22]([C:28]([O:30][CH:31]([C:38]3[CH:43]=[CH:42][CH:41]=[CH:40][CH:39]=3)[C:32]3[CH:37]=[CH:36][CH:35]=[CH:34][CH:33]=3)=[O:29])=[C:23]([CH:26]=[CH2:27])[CH2:24][S:25][C@H:20]12.C[Si](CC(N)=O)(C)C.[NH2:54][C:55]([NH2:57])=[S:56]>C(Cl)(Cl)(Cl)Cl.C(OCC)(=O)C.C(O)C.O1CCCC1.O>[NH2:57][C:55]1[S:56][CH:1]=[C:2]([CH2:3][C:4]([NH:18][CH:19]2[C:44](=[O:45])[N:21]3[C:22]([C:28]([O:30][CH:31]([C:32]4[CH:37]=[CH:36][CH:35]=[CH:34][CH:33]=4)[C:38]4[CH:39]=[CH:40][CH:41]=[CH:42][CH:43]=4)=[O:29])=[C:23]([CH:26]=[CH2:27])[CH2:24][S:25][C@H:20]23)=[O:6])[N:54]=1 |f:3.4|. Reported procedure: To a solution of diketene (1.26 g) in carbon tetrachloride (12 ml) was added a solution of bromine (2.40 g) in carbon tetrachloride (3 ml) at -30° to -25° C., and the mixture was stirred at the same temperature for half an hour to prepare a solution of 4-bromoacetoacetyl bromide. This solution was added dropwise to a solution of benzhydryl 7-amino-3-vinyl-3-cephem-4-carboxylate hydrochloride (6.43 g) and trimethylsilylacetamide (7.82 g) in ethyl acetate (129 ml) at -30° C. with stirring, and the... Reported procedure: In analogy to example 19.1, 4-[3-(4-Trifluoromethyl-phenyl)-benzo[d]isothiazol-6-yl]-but-3-yn-1-ol and 2-Methoxyethylmethylamine were converted to yield (2-Methoxy-ethyl)-methyl-{4-[3-(4-trifluoromethyl-phenyl)-benzo[d]isothiazol-6-yl]-but-3-ynyl}-amine as light brown oil, MS: 419 (MH+). Reaction SMILES: [F:1][C:2]([F:24])([F:23])[C:3]1[CH:8]=[CH:7][C:6]([C:9]2[C:13]3[CH:14]=[CH:15][C:16]([C:18]#[C:19][CH2:20][CH2:21]O)=[CH:17][C:12]=3[S:11][N:10]=2)=[CH:5][CH:4]=1.[CH3:25][O:26][CH2:27][CH2:28][NH:29][CH3:30]>>[CH3:25][O:26][CH2:27][CH2:28][N:29]([CH3:30])[CH2:21][CH2:20][C:19]#[C:18][C:16]1[CH:15]=[CH:14][C:13]2[C:9]([C:6]3[CH:7]=[CH:8][C:3]([C:2]([F:24])([F:23])[F:1])=[CH:4][CH:5]=3)=[N:10][S:11][C:12]=2[CH:17]=1. Yields the product COCCN(CCC#CC1=CC2=C(C(=NS2)C2=CC=C(C=C2)C(F)(F)F)C=C1)C ((2-Methoxy-ethyl)-methyl-{4-[3-(4-trifluoromethyl-phenyl)-benzo[d]isothiazol-6-yl]-but-3-ynyl}-amine). The reactants are FC(C1=CC=C(C=C1)C1=NSC2=C1C=CC(=C2)C#CCCO)(F)F (4-[3-(4-Trifluoromethyl-phenyl)-benzo[d]isothiazol-6-yl]-but-3-yn-1-ol), COCCNC (2-Methoxyethylmethylamine). The reactants are C1(=CC=CC=C1)ON (O-phenylhydroxylamine), CC1=CC(=NN1CC(=O)N1CCC(CC1)C=1SC=C(N1)C=O)C(F)(F)F (2-(1-{[5-methyl-3-(trifluoromethyl)-1H-pyrazol-1-yl]acetyl}piperidin-4-yl)-1,3-thiazole-4-carbaldehyde). The solvent is C(C)O (ethanol). Reaction conditions: time 24 hour. Yields the product C1(=CC=CC=C1)ON=CC=1N=C(SC1)C1CCN(CC1)C(CN1N=C(C=C1C)C(F)(F)F)=O (2-(1-{[5-Methyl-3-(trifluoromethyl)-1H-pyrazol-1-yl]acetyl}piperidin-4-yl)-1,3-thiazole-4-carbaldehyde O-phenyl oxime). Reaction SMILES: [C:1]1([O:7][NH2:8])[CH:6]=[CH:5][CH:4]=[CH:3][CH:2]=1.[CH3:9][C:10]1[N:14]([CH2:15][C:16]([N:18]2[CH2:23][CH2:22][CH:21]([C:24]3[S:25][CH:26]=[C:27]([CH:29]=O)[N:28]=3)[CH2:20][CH2:19]2)=[O:17])[N:13]=[C:12]([C:31]([F:34])([F:33])[F:32])[CH:11]=1>C(O)C>[C:1]1([O:7][N:8]=[CH:29][C:27]2[N:28]=[C:24]([CH:21]3[CH2:20][CH2:19][N:18]([C:16](=[O:17])[CH2:15][N:14]4[C:10]([CH3:9])=[CH:11][C:12]([C:31]([F:32])([F:34])[F:33])=[N:13]4)[CH2:23][CH2:22]3)[S:25][CH:26]=2)[CH:6]=[CH:5][CH:4]=[CH:3][CH:2]=1. Reported procedure: At room temperature, O-phenylhydroxylamine (41 mg) and Amberlyst A21 (200 mg) are added to a solution of 2-(1-{[5-methyl-3-(trifluoromethyl)-1H-pyrazol-1-yl]acetyl}piperidin-4-yl)-1,3-thiazole-4-carbaldehyde (100 mg) in ethanol. The reaction mixture is stirred at room temperature for 24 hours. The solvent is then removed under reduced pressure. The residue is purified by column chromatography (silica gel, ethyl acetate:hexane 0%-100% elution gradient). This gives 2-(1-{[5-methyl-3-(trifluorometh... Starting materials: N(=[N+]=[N-])CC(C(=O)O)=O (3-azido-2-oxopropanoic acid), ClC=1C=C(C=CC1Cl)C=1N=C(SC1)NN ([4-(3,4-Dichloro-phenyl)-thiazol-2-yl]-hydrazine). The solvent is C(C)(=O)O (acetic acid), C(C)O (ethanol). Reaction conditions: time 5 hour. Product: N(=[N+]=[N-])C\C(\C(=O)O)=N/NC=1SC=C(N1)C1=CC(=C(C=C1)Cl)Cl ((E)-3-azido-2-(2-(4-(3,4-dichlorophenyl)thiazol-2-yl)hydrazono) propanoic acid). RXN SMILES: [N:1]([CH2:4][C:5](=O)[C:6]([OH:8])=[O:7])=[N+:2]=[N-:3].[Cl:10][C:11]1[CH:12]=[C:13]([C:18]2[N:19]=[C:20]([NH:23][NH2:24])[S:21][CH:22]=2)[CH:14]=[CH:15][C:16]=1[Cl:17]>C(O)(=O)C.C(O)C>[N:1]([CH2:4]/[C:5](=[N:24]\[NH:23][C:20]1[S:21][CH:22]=[C:18]([C:13]2[CH:14]=[CH:15][C:16]([Cl:17])=[C:11]([Cl:10])[CH:12]=2)[N:19]=1)/[C:6]([OH:8])=[O:7])=[N+:2]=[N-:3]. Procedure details: KY-757 3-azido-2-oxopropanoic acid, KY-740 (100 mg, 0.77 mmol) in 5% acetic acid 162 ul was added in to solution of [4-(3,4-Dichloro-phenyl)-thiazol-2-yl]-hydrazine (0.2 gr, 0.77 mmol) in ethanol 2 ml. the reaction mixture was stirred at room temperature for 5 h. and then cooled to room temperature. The yellow solid was precipitated out, filtered and washed by water. Yield 0.1 gr (35%). MS+(ESI) m/z 371.91, calcd mass 371.2. Starting materials: CCOC(=O)C (EtOAc), BrCCOC1=CC(=C(C=C1)OC)OC (4-(2-bromo-ethoxy)-1,2-dimethoxy benzene), FC1=CC=C(C=C1)C(CCCCC(=O)N1CCNCC1)C1=CC=C(C=C1)F (6,6-bis-(4-fluorophenyl)-1-piperazin-1-yl-hexan-1-one), C(=O)([O-])[O-].[K+].[K+] (K2CO3). The solvent is CN(C)C=O (DMF). Conditions: temperature 120 celsius, time 8 hour. Yields the product COC=1C=C(OCCN2CCN(CC2)C(CCCCC(C2=CC=C(C=C2)F)C2=CC=C(C=C2)F)=O)C=CC1OC (1-{4-[2-(3,4-dimethoxy-phenoxy)ethyl]-piperazin-1-yl}-6,6-bis-(4-fluoro-phenyl)-hexan-1-one). Isolated yield 57.0%. As a reaction SMILES: Br[CH2:2][CH2:3][O:4][C:5]1[CH:10]=[CH:9][C:8]([O:11][CH3:12])=[C:7]([O:13][CH3:14])[CH:6]=1.[F:15][C:16]1[CH:21]=[CH:20][C:19]([CH:22]([C:35]2[CH:40]=[CH:39][C:38]([F:41])=[CH:37][CH:36]=2)[CH2:23][CH2:24][CH2:25][CH2:26][C:27]([N:29]2[CH2:34][CH2:33][NH:32][CH2:31][CH2:30]2)=[O:28])=[CH:18][CH:17]=1.C([O-])([O-])=O.[K+].[K+].CCOC(C)=O>CN(C=O)C>[CH3:14][O:13][C:7]1[CH:6]=[C:5]([CH:10]=[CH:9][C:8]=1[O:11][CH3:12])[O:4][CH2:3][CH2:2][N:32]1[CH2:33][CH2:34][N:29]([C:27](=[O:28])[CH2:26][CH2:25][CH2:24][CH2:23][CH:22]([C:19]2[CH:18]=[CH:17][C:16]([F:15])=[CH:21][CH:20]=2)[C:35]2[CH:40]=[CH:39][C:38]([F:41])=[CH:37][CH:36]=2)[CH2:30][CH2:31]1 |f:2.3.4|. Procedure details: To a solution of 4-(2-bromo-ethoxy)-1,2-dimethoxy benzene (1.41 g, 4.86 mmol) and 6,6-bis-(4-fluorophenyl)-1-piperazin-1-yl-hexan-1-one (1.81 g, 4.86 mmol.) in dry DMF (40 ml) was added K2CO3 (0.8 g, 5.83 mmol.) and the mixture stirred at 120° C. overnight. EtOAc was added, washed with water (2×30 ml), brine (3×10 ml), dried over MgSO4, and evaporated under reduced pressure. The produce was purified by column chromatography on silica (hexane:EtOAc 1:1), followed by EtOAc to give the desired prod... Starting materials: C(CCCCCCCCCCCCCCCCC)(=O)O (stearic acid), N (ammonia), C(CCCCCCCCCCCCCCCCC)(=O)O (stearic acid), C(CCCCCCCCCCCCCCCCC)(=O)O (stearic acid). Run in O (water). Reaction conditions: temperature 80 celsius. Yields the product C(CCCCCCCCCCCCCCCCC)(=O)O.N (ammonia stearate), III. Reaction SMILES: [C:1]([OH:20])(=[O:19])[CH2:2][CH2:3][CH2:4][CH2:5][CH2:6][CH2:7][CH2:8][CH2:9][CH2:10][CH2:11][CH2:12][CH2:13][CH2:14][CH2:15][CH2:16][CH2:17][CH3:18].[NH3:21]>O>[C:1]([OH:20])(=[O:19])[CH2:2][CH2:3][CH2:4][CH2:5][CH2:6][CH2:7][CH2:8][CH2:9][CH2:10][CH2:11][CH2:12][CH2:13][CH2:14][CH2:15][CH2:16][CH2:17][CH3:18].[NH3:21] |f:3.4|. Reported procedure: Separately, in a 200-ml capacity beaker, 1.32 g of granular stearic acid was added to 100 ml of water, and the mixture was heated at 80° C. on a heater under agitation by a glass rod to melt stearic acid. Then, 0.55 ml of aqueous ammonia having a concentration of 2.102 moles/l was added and the mixture was violently agitated to completely emulsify stearic acid and form an ammonia stearate soap suspension [III]. Starting materials: OC1=CC=C(C(=O)OCCC)C=C1 (Propyl p-hydroxybenzoate), C(C=1C(C(=O)Cl)=CC=CC1)(=O)Cl (phthalic dichloride). Product: C(CC)OC(=O)C1=CC=C(C=C1)OC(C=1C(C(=O)OC2=CC=C(C=C2)C(=O)OCCC)=CC=CC1)=O (di(p-propoxycarbonylphenyl)phthalate). RXN SMILES: [OH:1][C:2]1[CH:13]=[CH:12][C:5]([C:6]([O:8][CH2:9][CH2:10][CH3:11])=[O:7])=[CH:4][CH:3]=1.[C:14](Cl)(=[O:24])[C:15]1[C:16](=[CH:20][CH:21]=[CH:22][CH:23]=1)[C:17](Cl)=[O:18]>>[CH2:9]([O:8][C:6]([C:5]1[CH:4]=[CH:3][C:2]([O:1][C:14](=[O:24])[C:15]2[C:16](=[CH:20][CH:21]=[CH:22][CH:23]=2)[C:17]([O:1][C:2]2[CH:3]=[CH:4][C:5]([C:6]([O:8][CH2:9][CH2:10][CH3:11])=[O:7])=[CH:12][CH:13]=2)=[O:18])=[CH:13][CH:12]=1)=[O:7])[CH2:10][CH3:11]. Procedure: Propyl p-hydroxybenzoate and phthalic dichloride are allowed to react and treated in a similar procedure to Example 4. The residue obtained is recrystallized from hexane and recrystallized from ethyl acetate-chloroform (1:1) to yield di(p-propoxycarbonylphenyl)phthalate, m.p. 87°-89° C., as white crystals.